This data is from the Open Reaction Database (ORD), a public repository of structured organic reaction records. The task is: describe an organic reaction: reactants, conditions, products, and yield Starting materials: C(C1=CC=CC=C1)OC([C@@H](N)CC(C)C)=O (L-Leucine benzyl ester), BrC(C(=O)OCC)C (ethyl 2-bromopropionate), CN1CCOCC1 (N-methylmorpholine). Solvent: CC#N (CH3CN). Yields the product C(C1=CC=CC=C1)OC([C@@H](N[C@H](C)C(=O)OCC)CC(C)C)=O (N[1-(R)-Ethoxycarbonylethyl]-L-Leucine Benzylester). Isolated yield 25.8%. RXN SMILES: [CH2:1]([O:8][C:9](=[O:16])[C@H:10]([CH2:12][CH:13]([CH3:15])[CH3:14])[NH2:11])[C:2]1[CH:7]=[CH:6][CH:5]=[CH:4][CH:3]=1.Br[CH:18]([CH3:24])[C:19]([O:21][CH2:22][CH3:23])=[O:20].CN1CCOCC1>CC#N>[CH2:1]([O:8][C:9](=[O:16])[C@H:10]([CH2:12][CH:13]([CH3:14])[CH3:15])[NH:11][C@@H:18]([C:19]([O:21][CH2:22][CH3:23])=[O:20])[CH3:24])[C:2]1[CH:7]=[CH:6][CH:5]=[CH:4][CH:3]=1. Reported procedure: L-Leucine benzyl ester (186.65 g, 0.843M), ethyl 2-bromopropionate (153.1 g, 0.846M) and N-methylmorpholine (165 ml, 1.5M) were dissolved in dry CH3CN (800 ml) and refluxed for 12 h. The solvent was removed in vacuo and the residue partitioned between H2O (21) and EtOAc (3×11). The organic phase was washed with brine, dried and evaporated in vacuo. The resulting oil was chromatographed on SiO2 in 7.5% EtOAc in hexane to give the title compound (70 g) as the faster running fraction; (Found: C,67.... Reactants: O (H2O), OS(=O)(=O)[O-].[K+] (KHSO4), O (H2O), CC(C)(C)OC(=O)N[C@H](C1CCCCC1)C(=O)O.COC([C@H]1NCCC1)=O (Boc-D-cyclohexylglycine proline methyl ester), [Li+].[OH-] (LiOH), OS(=O)(=O)[O-].[K+] (KHSO4). The solvent is C1CCOC1 (THF). Reaction conditions: time 20 hour. Product: CC(C)(C)OC(=O)N[C@H](C1CCCCC1)C(=O)O.N1[C@H](C(=O)O)CCC1 (Boc-D-cyclohexylglycine proline). Isolated yield 72.7%. Reaction SMILES: [CH3:1][C:2]([O:5][C:6]([NH:8][C@@H:9]([C:16]([OH:18])=[O:17])[CH:10]1[CH2:15][CH2:14][CH2:13][CH2:12][CH2:11]1)=[O:7])([CH3:4])[CH3:3].C[O:20][C:21](=[O:27])[C@@H:22]1[CH2:26][CH2:25][CH2:24][NH:23]1.O.[Li+].[OH-].OS([O-])(=O)=O.[K+]>C1COCC1>[CH3:4][C:2]([O:5][C:6]([NH:8][C@@H:9]([C:16]([OH:18])=[O:17])[CH:10]1[CH2:15][CH2:14][CH2:13][CH2:12][CH2:11]1)=[O:7])([CH3:1])[CH3:3].[NH:23]1[CH2:24][CH2:25][CH2:26][C@H:22]1[C:21]([OH:27])=[O:20] |f:0.1,3.4,5.6,8.9|. Procedure: 26-1 (9.20 g) was dissolved in 90 ml of THF, adding 50 ml of H2O, followed by 21 ml of 2.0N LiOH in portions over a period of 2 hr. The solution was let stir 20 hr and the reaction was worked up by addition of dil. KHSO4 to neutrality, evacuation of solvent under reduced pressure to give a thick paste to which was added 200 ml of H2O in portions with stirring, followed by dil. KHSO4 to acidity (pH<2). After stirring for 1 hr, the solid was isolated by filtration, washing with H2O twice, and dryi... The reactants are C([O-])([O-])=O.[K+].[K+] (potassium carbonate), NC=1C=C(C=CC1Cl)[C@H]1CC(NC1)=O ((4R)-4-(3-amino-4-chlorophenyl)pyrrolidin-2-one), BrC1=C(C(=O)OC)C=CC=C1 (methyl 2-bromobenzoate), C1(CCCCC1)P(C1=C(C=CC=C1)C1=C(C=C(C=C1C(C)C)C(C)C)C(C)C)C1CCCCC1 (2-dicyclohexylphosphino-2′,4′,6′-triisopropylbiphenyl). Reagents/catalysts: C(C)(=O)[O-].[Pd+2].C(C)(=O)[O-] (palladium acetate). The solvent is O1CCOCC1 (dioxane). Reaction conditions: temperature 100 celsius, time 15 minute. Product: O=C1C[C@@H](CN1)C=1C=CC(=C(C1)NC1=C(C(=O)OC)C=CC=C1)Cl (Methyl 2-{[5-((3R)-5-Oxopyrrolidin-3-yl)-2-chlorophenyl]amino}benzoate). RXN SMILES: [NH2:1][C:2]1[CH:3]=[C:4]([C@@H:9]2[CH2:13][NH:12][C:11](=[O:14])[CH2:10]2)[CH:5]=[CH:6][C:7]=1[Cl:8].Br[C:16]1[CH:25]=[CH:24][CH:23]=[CH:22][C:17]=1[C:18]([O:20][CH3:21])=[O:19].C1(P(C2CCCCC2)C2C=CC=CC=2C2C(C(C)C)=CC(C(C)C)=CC=2C(C)C)CCCCC1.C(=O)([O-])[O-].[K+].[K+]>C([O-])(=O)C.[Pd+2].C([O-])(=O)C.O1CCOCC1>[O:14]=[C:11]1[NH:12][CH2:13][C@@H:9]([C:4]2[CH:5]=[CH:6][C:7]([Cl:8])=[C:2]([NH:1][C:16]3[CH:25]=[CH:24][CH:23]=[CH:22][C:17]=3[C:18]([O:20][CH3:21])=[O:19])[CH:3]=2)[CH2:10]1 |f:3.4.5,6.7.8|. Reported procedure: To a mixture of (4R)-4-(3-amino-4-chlorophenyl)pyrrolidin-2-one (0.18 g, 0.86 mmol), methyl 2-bromobenzoate (0.37 g, 1.72 mmol), palladium acetate (0.038 g, 0.172 mmol), and Buchwald's reagent (2-dicyclohexylphosphino-2′,4′,6′-triisopropylbiphenyl) (0.122 g, 0.256 mmol) was added dioxane (2 mL). The mixture was degassed by alternatively applying a vacuum and flushing with nitrogen for a few cycles. After 15 minutes, potassium carbonate (0.237 g, 1.72 mmol) was added. The mixture was stirred over... Starting materials: [Si](C)(C)(C(C)(C)C)O[C@H]1C[C@@H](N(C1)C(=O)OC(C)(C)C)CO ((2R,4S)-tert-butyl 4-((tert-butyldimethylsilyl)oxy)-2-(hydroxymethyl)pyrrolidine-1-carboxylate), OC=1C(=NC=CC1)C(=O)OCC (ethyl 3-hydroxypicolinate), ClC=1C=C(C=NC1)O (5-chloropyridin-3-ol). Yields the product C(C)(C)(C)OC(=O)N1[C@H](C[C@@H](C1)O[Si](C)(C)C(C)(C)C)COC=1C(=NC=CC1)C(=O)OCC (ethyl 3-(((2R,4S)-1-(tert-butoxycarbonyl)-4-((tert-butyldimethylsilyl)oxy)pyrrolidin-2-yl)methoxy)picolinate). As a reaction SMILES: [Si:1]([O:8][C@@H:9]1[CH2:13][N:12]([C:14]([O:16][C:17]([CH3:20])([CH3:19])[CH3:18])=[O:15])[C@@H:11]([CH2:21][OH:22])[CH2:10]1)([C:4]([CH3:7])([CH3:6])[CH3:5])([CH3:3])[CH3:2].O[C:24]1[C:25]([C:30]([O:32][CH2:33][CH3:34])=[O:31])=[N:26][CH:27]=[CH:28][CH:29]=1.ClC1C=C(O)C=NC=1>>[C:17]([O:16][C:14]([N:12]1[CH2:13][C@@H:9]([O:8][Si:1]([C:4]([CH3:7])([CH3:6])[CH3:5])([CH3:3])[CH3:2])[CH2:10][C@@H:11]1[CH2:21][O:22][C:24]1[C:25]([C:30]([O:32][CH2:33][CH3:34])=[O:31])=[N:26][CH:27]=[CH:28][CH:29]=1)=[O:15])([CH3:20])([CH3:19])[CH3:18]. Procedure: The title compound was prepared according to the procedure described in Step 1 of EXAMPLE 29 using (2R,4S)-tert-butyl 4-((tert-butyldimethylsilyl)oxy)-2-(hydroxymethyl)pyrrolidine-1-carboxylate (PCT Int. Appl., WO2009026197) and ethyl 3-hydroxypicolinate instead of (R)-pyrrolidin-2-ylmethanol and 5-chloropyridin-3-ol. Reactants: CS(=O)(=O)c1ccc(-c2cccn3nc(Nc4cccc(N5CCNCC5)c4)nc23)cc1, CC#N, NC(=O)CCl, [I-], [Na+], O. Product: CS(=O)(=O)c1ccc(-c2cccn3nc(Nc4cccc(N5CCN(CC(N)=O)CC5)c4)nc23)cc1. RXN SMILES: [CH3:1][S:2](=[O:3])(=[O:4])[c:5]1[cH:6][cH:7][c:8](-[c:11]2[c:12]3[n:13]([cH:14][cH:15][cH:16]2)[n:17][c:18]([NH:20][c:21]2[cH:22][c:23]([N:27]4[CH2:28][CH2:29][NH:30][CH2:31][CH2:32]4)[cH:24][cH:25][cH:26]2)[n:19]3)[cH:9][cH:10]1.[CH3:40][C:41]#[N:42].[Cl:33][CH2:34][C:35](=[O:36])[NH2:37].[I-:39].[Na+:38].[OH2:43]>>[CH3:1][S:2](=[O:3])(=[O:4])[c:5]1[cH:6][cH:7][c:8](-[c:11]2[c:12]3[n:13]([cH:14][cH:15][cH:16]2)[n:17][c:18]([NH:20][c:21]2[cH:22][c:23]([N:27]4[CH2:28][CH2:29][N:30]([CH2:34][C:35](=[O:36])[NH2:37])[CH2:31][CH2:32]4)[cH:24][cH:25][cH:26]2)[n:19]3)[cH:9][cH:10]1. Reactants: ClC1=C(C=CC(=C1)Cl)S(=O)(=O)NC1=C2C=C(NC2=CC=C1OC1=C(C(=C(C=C1)CC(=O)OC)C)C)C (methyl 2-(4-(4-(2,4-dichlorophenylsulfonamido)-2-methyl-1H-indol-5-yloxy)-2,3-dimethylphenyl)acetate), [Li+].[OH-] (LiOH). Solvent: O1CCCC1 (tetrahydrofuran), O (water), C(C)(=O)OCC (ethyl acetate). Run at time 2.5 hour. The product is ClC1=C(C=CC(=C1)Cl)S(=O)(=O)NC1=C2C=C(NC2=CC=C1OC1=C(C(=C(C=C1)CC(=O)O)C)C)C (2-(4-(4-(2,4-Dichlorophenylsulfonamido)-2-methyl-1H-indol-5-yloxy)-2,3-dimethylphenyl)acetic acid). As a reaction SMILES: [Cl:1][C:2]1[CH:7]=[C:6]([Cl:8])[CH:5]=[CH:4][C:3]=1[S:9]([NH:12][C:13]1[C:21]([O:22][C:23]2[CH:28]=[CH:27][C:26]([CH2:29][C:30]([O:32]C)=[O:31])=[C:25]([CH3:34])[C:24]=2[CH3:35])=[CH:20][CH:19]=[C:18]2[C:14]=1[CH:15]=[C:16]([CH3:36])[NH:17]2)(=[O:11])=[O:10].[Li+].[OH-]>O1CCCC1.O.C(OCC)(=O)C>[Cl:1][C:2]1[CH:7]=[C:6]([Cl:8])[CH:5]=[CH:4][C:3]=1[S:9]([NH:12][C:13]1[C:21]([O:22][C:23]2[CH:28]=[CH:27][C:26]([CH2:29][C:30]([OH:32])=[O:31])=[C:25]([CH3:34])[C:24]=2[CH3:35])=[CH:20][CH:19]=[C:18]2[C:14]=1[CH:15]=[C:16]([CH3:36])[NH:17]2)(=[O:10])=[O:11] |f:1.2|. Procedure details: Under an N2 atmosphere, methyl 2-(4-(4-(2,4-dichlorophenylsulfonamido)-2-methyl-1H-indol-5-yloxy)-2,3-dimethylphenyl)acetate (0.194 g, 0.354 mmol) was dissolved in tetrahydrofuran (2.5 mL) and 1N LiOH (aq) was added. The reaction was allowed to stir at room temperature for 2.5 h. The reaction was diluted with water and ethyl acetate. The layers were separated and the aqueous layer was made acidic with citric acid to pH 4 and extracted with ethyl acetate. The organic layer was dried (Na2SO4), fil... Conditions: time 45 minute. Procedure: tert-Butyl (3R)-6-cyclohexyl-3-(3-isopropyl-1,2,4-oxadiazol-5-yl)hexanoate (Preparation 46) (250 mg, 0.69 mmol) was treated with trifluoroacetic acid (5 ml) and the resulting mixture was stirred at room temperature under a nitrogen atmosphere for 45 minutes. The solvent was removed under reduced pressure and the residue azeotroped from toluene then dichloromethane to afford the title compound as a white solid (220 mg). The reactants are C1(CCCCC1)CCC[C@H](CC(=O)OC(C)(C)C)C1=NC(=NO1)C(C)C (tert-Butyl (3R)-6-cyclohexyl-3-(3-isopropyl-1,2,4-oxadiazol-5-yl)hexanoate), FC(C(=O)O)(F)F (trifluoroacetic acid). RXN SMILES: [CH:1]1([CH2:7][CH2:8][CH2:9][C@@H:10]([C:19]2[O:23][N:22]=[C:21]([CH:24]([CH3:26])[CH3:25])[N:20]=2)[CH2:11][C:12]([O:14]C(C)(C)C)=[O:13])[CH2:6][CH2:5][CH2:4][CH2:3][CH2:2]1.FC(F)(F)C(O)=O>>[CH:1]1([CH2:7][CH2:8][CH2:9][C@@H:10]([C:19]2[O:23][N:22]=[C:21]([CH:24]([CH3:26])[CH3:25])[N:20]=2)[CH2:11][C:12]([OH:14])=[O:13])[CH2:6][CH2:5][CH2:4][CH2:3][CH2:2]1. Product: C1(CCCCC1)CCC[C@H](CC(=O)O)C1=NC(=NO1)C(C)C ((3R)-6-Cyclohexyl-3-(3-isopropyl-1,2,4-oxadiazol-5-yl)hexanoic acid). Yield: 103.4%. Reactants: C[N+]1(CCOCC1)[O-] (4-methylmorpholine N-oxide), C(C=C)N1C(C(=NC=C1C1=CC=CC=C1)NC(=O)OC(C)(C)C)=O (4-Allyl-2-t-butyloxycarbonylamino-3-oxo-5-phenyl-3,4-dihydropyrazine), O1CCCC1 (tetrahydrofuran). The reagents and catalysts are [Os](=O)(=O)(=O)=O (osmium tetroxide). Run in C(Cl)(Cl)Cl.CO (chloroform methanol), C(C)(=O)OCC (ethyl acetate). Reaction conditions: time 8 hour. The product is C(C)(C)(C)OC(=O)NC1=NC=C(N(C1=O)CC(CO)O)C1=CC=CC=C1 (2-t-Butyloxycarbonylamino-3-oxo-5-phenyl-4-(2,3-dihydroxy)propyl-3,4-dihydropyrazine). Isolated yield 80.0%. Reaction SMILES: C([N:4]1[C:9]([C:10]2[CH:15]=[CH:14][CH:13]=[CH:12][CH:11]=2)=[CH:8][N:7]=[C:6]([NH:16][C:17]([O:19][C:20]([CH3:23])([CH3:22])[CH3:21])=[O:18])[C:5]1=[O:24])C=C.C[N+]1([O-])CC[O:29]CC1.[O:33]1[CH2:37][CH2:36][CH2:35]C1>C(OCC)(=O)C.C(Cl)(Cl)Cl.CO.[Os](=O)(=O)(=O)=O>[C:20]([O:19][C:17]([NH:16][C:6]1[C:5](=[O:24])[N:4]([CH2:35][CH:36]([OH:29])[CH2:37][OH:33])[C:9]([C:10]2[CH:15]=[CH:14][CH:13]=[CH:12][CH:11]=2)=[CH:8][N:7]=1)=[O:18])([CH3:23])([CH3:22])[CH3:21] |f:4.5|. Procedure details: 4-Allyl-2-t-butyloxycarbonylamino-3-oxo-5-phenyl-3,4-dihydropyrazine (850 mg, 2.60 mmol) was dissolved in tetrahydrofuran (10.4 ml), and 4-methylmorpholine N-oxide (1.22 ml, 5.19 mmol) and 4% aqueous osmium tetroxide (0.83 mol. 0.13 mmol) was added to it, and the mixture was stirred overnight at room temperature. The reaction solution was diluted with ethyl acetate and then washed successively with saturated aqueous sodium thiosulfate, distilled water and saturated saline. The organic layer was ... Product: CCCOc1cc2c(cc1C(C)=C(F)CO)C(C(C)(C)C)=CCC2(C)C. Reaction SMILES: [CH2:31]([Al+:32][CH2:33][CH:34]([CH3:35])[CH3:36])[CH:37]([CH3:38])[CH3:39].[CH2:40]1[O:41][CH2:42][CH2:43][CH2:44]1.[F:1][C:2]([C:3](=[O:4])[O:5][CH2:6][CH3:7])=[C:8]([CH3:9])[c:10]1[c:11]([O:26][CH2:27][CH2:28][CH3:29])[cH:12][c:13]2[c:18]([cH:19]1)[C:17]([C:20]([CH3:21])([CH3:22])[CH3:23])=[CH:16][CH2:15][C:14]2([CH3:24])[CH3:25].[H-:30]>>[F:1][C:2]([CH2:3][OH:4])=[C:8]([CH3:9])[c:10]1[c:11]([O:26][CH2:27][CH2:28][CH3:29])[cH:12][c:13]2[c:18]([cH:19]1)[C:17]([C:20]([CH3:21])([CH3:22])[CH3:23])=[CH:16][CH2:15][C:14]2([CH3:24])[CH3:25]. Starting materials: CC(C)C[Al+]CC(C)C, C1CCOC1, CCCOc1cc2c(cc1C(C)=C(F)C(=O)OCC)C(C(C)(C)C)=CCC2(C)C, [H-]. Reactants: C(C)(C)(C)OC(NC=1SC(=CC1)C1=NC(=NC=C1)NC=1C=C(C=CC1)C)=O ([5-(2-m-Tolylamino-pyrimdin-4-yl)-thiophen-2-yl]-carbamic acid tert-butyl ester), [H-].[Na+] (NaH), ClCC(C)=O (chloroacetone), [H-].[Na+] (NaH), ClCC(C)=O (chloroacetone). Run in CN(C)C=O (DMF). Reaction conditions: temperature 60 celsius, time 8 minute. Product: C(C)(C)(C)OC(N(C=1SC(=CC1)C1=NC(=NC=C1)NC=1C=C(C=CC1)C)CC(C)=O)=O ((2-Oxo-propyl)-[5-(2-m-tolylamino-pyrimdin-4-yl)-thiophen-2-yl]-carbamic acid tert-butyl ester). Reaction SMILES: [C:1]([O:5][C:6](=[O:27])[NH:7][C:8]1[S:9][C:10]([C:13]2[CH:18]=[CH:17][N:16]=[C:15]([NH:19][C:20]3[CH:21]=[C:22]([CH3:26])[CH:23]=[CH:24][CH:25]=3)[N:14]=2)=[CH:11][CH:12]=1)([CH3:4])([CH3:3])[CH3:2].[H-].[Na+].Cl[CH2:31][C:32](=[O:34])[CH3:33]>CN(C=O)C>[C:1]([O:5][C:6](=[O:27])[N:7]([CH2:31][C:32](=[O:34])[CH3:33])[C:8]1[S:9][C:10]([C:13]2[CH:18]=[CH:17][N:16]=[C:15]([NH:19][C:20]3[CH:21]=[C:22]([CH3:26])[CH:23]=[CH:24][CH:25]=3)[N:14]=2)=[CH:11][CH:12]=1)([CH3:4])([CH3:3])[CH3:2] |f:1.2|. Procedure: [5-(2-m-Tolylamino-pyrimdin-4-yl)-thiophen-2-yl]-carbamic acid tert-butyl ester (30 mg, 0.078 mmol) was dissolved in DMF (0.8 mL) and 60% NaH (4.7 mg, 0.117 mmol) was added. After 8 min., KI (12.9 mg, 0.078 mmol) and chloroacetone (9.4 uL, 0.117 mmol) were added and the reaction was heated to 60° C. for 15 h. The reaction was ˜60% converted and an additional aliquot of 60% NaH (3.1 mg, 0.078 mmol) and chloroacetone (6.2 uL, 0.078 mmol) were added and reaction heated at 60° C. for another 18 h. T...